This data is from the Open Reaction Database (ORD), a public repository of structured organic reaction records. The task is: describe an organic reaction: reactants, conditions, products, and yield Reactants: CC(NC(Cc1ccc(-c2cccc(Cl)c2)cc1)C(=O)OCc1ccccc1)C(=O)O, CS(N)(=O)=O, CCOC(C)=O, O=C(OC(Cl)(Cl)Cl)OC(Cl)(Cl)Cl, ClCCl, [Na+], O=C([O-])O. Yields the product CC(NC(Cc1ccc(-c2cccc(Cl)c2)cc1)C(=O)OCc1ccccc1)C(=O)NS(C)(=O)=O. Reaction SMILES: [CH2:1]([c:2]1[cH:3][cH:4][cH:5][cH:6][cH:7]1)[O:8][C:9]([CH:10]([CH2:11][c:12]1[cH:13][cH:14][c:15](-[c:18]2[cH:19][c:20]([Cl:24])[cH:21][cH:22][cH:23]2)[cH:16][cH:17]1)[NH:25][CH:26]([CH3:27])[C:28](=[O:29])[OH:30])=[O:31].[CH3:44][S:45](=[O:46])(=[O:47])[NH2:48].[CH3:57][CH2:58][O:59][C:60]([CH3:61])=[O:62].[Cl:32][C:33]([Cl:34])([O:35][C:36](=[O:37])[O:38][C:39]([Cl:40])([Cl:41])[Cl:42])[Cl:43].[Cl:49][CH2:50][Cl:51].[Na+:56].[O-:52][C:53]([OH:54])=[O:55]>>[CH2:1]([c:2]1[cH:3][cH:4][cH:5][cH:6][cH:7]1)[O:8][C:9]([CH:10]([CH2:11][c:12]1[cH:13][cH:14][c:15](-[c:18]2[cH:19][c:20]([Cl:24])[cH:21][cH:22][cH:23]2)[cH:16][cH:17]1)[NH:25][CH:26]([CH3:27])[C:28](=[O:29])[NH:48][S:45]([CH3:44])(=[O:46])=[O:47])=[O:31]. Reactants: ClC1=CC=CC=2N1N=C(C2C2=NC(=NC(=C2)CN(C)C)NC2CCCC2)C2=CC=C(C=C2)F (4-[7-chloro-2-(4-fluorophenyl)pyrazolo[1,5-α]pyridin-3-yl]-N-cyclopentyl-6-[(dimethylamino)methyl]-2-pyrimidinamine). Run in C1(CCCC1)N (cyclopentylamine), C(C)(=O)OCC (ethyl acetate). Conditions: temperature 100 celsius. Yields the product C1(CCCC1)NC1=CC=CC=2N1N=C(C2C2=NC(=NC(=C2)CN(C)C)NC2CCCC2)C2=CC=C(C=C2)F (N-cyclopentyl-3-{2-(cyclopentylamino)-6-[(dimethylamino)methyl]-4-pyrimidinyl}-2-(4-fluorophenyl)pyrazolo[1,5-α]pyridin-7-amine). Isolated yield 30.0%. Reaction SMILES: Cl[C:2]1[N:7]2[N:8]=[C:9]([C:27]3[CH:32]=[CH:31][C:30]([F:33])=[CH:29][CH:28]=3)[C:10]([C:11]3[CH:16]=[C:15]([CH2:17][N:18]([CH3:20])[CH3:19])[N:14]=[C:13]([NH:21][CH:22]4[CH2:26][CH2:25][CH2:24][CH2:23]4)[N:12]=3)=[C:6]2[CH:5]=[CH:4][CH:3]=1>C1(N)CCCC1.C(OCC)(=O)C>[CH:22]1([NH:21][C:2]2[N:7]3[N:8]=[C:9]([C:27]4[CH:32]=[CH:31][C:30]([F:33])=[CH:29][CH:28]=4)[C:10]([C:11]4[CH:16]=[C:15]([CH2:17][N:18]([CH3:20])[CH3:19])[N:14]=[C:13]([NH:21][CH:22]5[CH2:26][CH2:25][CH2:24][CH2:23]5)[N:12]=4)=[C:6]3[CH:5]=[CH:4][CH:3]=2)[CH2:26][CH2:25][CH2:24][CH2:23]1. Procedure details: A solution of 4-[7-chloro-2-(4-fluorophenyl)pyrazolo[1,5-α]pyridin-3-yl]-N-cyclopentyl-6-[(dimethylamino)methyl]-2-pyrimidinamine (60 mg, 0.13 mmol) in cyclopentylamine (2 mL) was heated in a sealed tube at 95° C. for 16 hours followed by heating at 100° C. for 72 hours. After cooling to room temperature, the reaction mixture was diluted with ethyl acetate and washed with a saturated aqueous sodium bicarbonate solution. The organic layer was concentrated and chromatographed (37:3 dichloromethane... Reactants: CC=CCCc1cc(C(=O)OC)cc(OC)c1OC, CCOC(C)=O. The product is CCCCCc1cc(C(=O)OC)cc(OC)c1OC. As a reaction SMILES: [CH3:1][O:2][C:3]([c:4]1[cH:5][c:6]([O:17][CH3:18])[c:7]([O:15][CH3:16])[c:8]([CH2:10][CH2:11][CH:12]=[CH:13][CH3:14])[cH:9]1)=[O:19].[CH3:20][CH2:21][O:22][C:23]([CH3:24])=[O:25]>>[CH3:1][O:2][C:3]([c:4]1[cH:5][c:6]([O:17][CH3:18])[c:7]([O:15][CH3:16])[c:8]([CH2:10][CH2:11][CH2:12][CH2:13][CH3:14])[cH:9]1)=[O:19].